The task is: describe an organic reaction: reactants, conditions, products, and yield. This data is from the Open Reaction Database (ORD), a public repository of structured organic reaction records. The reactants are C(#N)[BH3-].[Na+] (sodium cyanoborohydride), C(C)(=O)O (Acetic acid), C(C)=O (acetaldehyde), Cl.C(C)OC(C(N)CC1=CC=C(C=C1)O)=O (DL-tyrosine ethyl ester hydrochloride). The product is C(C)N(CC)C(C(=O)OCC)CC1=CC=C(C=C1)O (Ethyl 2-(N,N-diethylamino)-3-(4-hydroxyphenyl)propionate). Procedure: Acetic acid (0.3 ml) and acetaldehyde (0.5 ml) were added to a solution of DL-tyrosine ethyl ester hydrochloride (491 mg) in methanol (5 ml). To the mixture sodium cyanoborohydride (126 mg) was added and the mixture was stirred at ambient temperature for 2 hours. At the end of this time the reaction mixture was concentrated. The residue was partitioned between ethyl acetate and water. The ethyl acetate layer was separated and washed with aqueous sodium hydrogencarbonate solution and dried over a... Reaction conditions: time 2 hour. Solvent: CO (methanol). As a reaction SMILES: [C:1](O)(=O)[CH3:2].[CH:5](=O)[CH3:6].Cl.[CH2:9]([O:11][C:12](=[O:23])[CH:13]([CH2:15][C:16]1[CH:21]=[CH:20][C:19]([OH:22])=[CH:18][CH:17]=1)[NH2:14])[CH3:10].C([BH3-])#N.[Na+]>CO>[CH2:5]([N:14]([CH:13]([CH2:15][C:16]1[CH:17]=[CH:18][C:19]([OH:22])=[CH:20][CH:21]=1)[C:12]([O:11][CH2:9][CH3:10])=[O:23])[CH2:1][CH3:2])[CH3:6] |f:2.3,4.5|. The reactants are C(=O)(O)C1=CC2=C(NC(S2)=C(C#N)C2=NC=CC(=N2)C(F)(F)F)C=C1 (2-[6-carboxybenzothiazol-2(3H)-ylidene]-2-(4-trifluoromethylpyrimidin-2-yl)-acetonitrile), O (water). Solvent: S(O)(O)(=O)=O (sulfuric acid). Yields the product C(=O)(O)C1=CC2=C(NC(S2)=C(C(=O)N)C2=NC=CC(=N2)C(F)(F)F)C=C1 (2-[6-carboxybenzothiazol-2(3H)-ylidene]-2-(4-trifluoromethylpyrimidin-2-yl)acetamide). Yield: 90.0%. Reaction SMILES: [C:1]([C:4]1[CH:25]=[CH:24][C:7]2[NH:8][C:9](=[C:11]([C:14]3[N:19]=[C:18]([C:20]([F:23])([F:22])[F:21])[CH:17]=[CH:16][N:15]=3)[C:12]#[N:13])[S:10][C:6]=2[CH:5]=1)([OH:3])=[O:2].[OH2:26]>S(=O)(=O)(O)O>[C:1]([C:4]1[CH:25]=[CH:24][C:7]2[NH:8][C:9](=[C:11]([C:14]3[N:19]=[C:18]([C:20]([F:23])([F:21])[F:22])[CH:17]=[CH:16][N:15]=3)[C:12]([NH2:13])=[O:26])[S:10][C:6]=2[CH:5]=1)([OH:3])=[O:2]. Procedure: A solution of 2-[6-carboxybenzothiazol-2(3H)-ylidene]-2-(4-trifluoromethylpyrimidin-2-yl)-acetonitrile (620 mg, 1.70 mmol) in concentrated sulfuric acid (5 mL), was heated to 50° C. for 10 hr. The mixture was cooled to room temperature and added dropwise to rapidly stirred room-temperature water (100 mL). The precipitate that formed was collected by filtration, washed with water and hexanes, and dried under vacuum to give 2-[6-carboxybenzothiazol-2(3H)-ylidene]-2-(4-trifluoromethylpyrimidin-2-yl... The reactants are N1=C(C=CC=C1)CCC(=O)OC(C)(C)C (tert-Butyl 3-(2-pyridyl)propanoate), ClC1=CC(=CC=C1)C(=O)OO (3-chloroperbenzoic acid). The solvent is C(C)(=O)OCC (ethyl acetate). The product is [O-][N+]1=C(C=CC=C1)CCC(=O)OC(C)(C)C (tert-Butyl 3-(1-oxido-2-pyridyl)propanoate). Yield: 80.6%. RXN SMILES: [N:1]1[CH:6]=[CH:5][CH:4]=[CH:3][C:2]=1[CH2:7][CH2:8][C:9]([O:11][C:12]([CH3:15])([CH3:14])[CH3:13])=[O:10].ClC1C=CC=C(C(OO)=[O:24])C=1>C(OCC)(=O)C>[O-:24][N+:1]1[CH:6]=[CH:5][CH:4]=[CH:3][C:2]=1[CH2:7][CH2:8][C:9]([O:11][C:12]([CH3:15])([CH3:14])[CH3:13])=[O:10]. Reported procedure: tert-Butyl 3-(2-pyridyl)propanoate (1.0 g, 5.0 mmol) was dissolved in ethyl acetate (5 ml), and 3-chloroperbenzoic acid (ca. 70%, 1.3 g, 5.2 mmol) was added thereto. The reaction mixture was subjected to a silica gel (50 g) column chromatography and eluted with ethyl acetate-ethanol (5:1, v/v) to give the titled compound (0.9 g, 80%). The reactants are COC(=O)C(CNC(=O)OC(C)(C)C)Cc1cc(Cl)ccc1OC, CO, [Na+], [OH-]. The product is COc1ccc(Cl)cc1CC(CNC(=O)OC(C)(C)C)C(=O)O. RXN SMILES: [C:1]([CH3:2])([CH3:3])([CH3:4])[O:5][C:6](=[O:7])[NH:8][CH2:9][CH:10]([C:11](=[O:12])[O:13][CH3:14])[CH2:15][c:16]1[c:17]([O:23][CH3:24])[cH:18][cH:19][c:20]([Cl:22])[cH:21]1.[CH3:25][OH:26].[Na+:28].[OH-:27]>>[C:1]([CH3:2])([CH3:3])([CH3:4])[O:5][C:6](=[O:7])[NH:8][CH2:9][CH:10]([C:11](=[O:12])[OH:13])[CH2:15][c:16]1[c:17]([O:23][CH3:24])[cH:18][cH:19][c:20]([Cl:22])[cH:21]1. Starting materials: CC(C)(C)C(=O)OCc1cc([N+](=O)[O-])c2[nH]c(C3=NC(COC(=O)C(C)(C)C)CS3)cc2c1, O=C1CCCC1. The product is CC(C)(C)C(=O)OCc1cc(NC2CCCC2)c2[nH]c(C3=NC(COC(=O)C(C)(C)C)CS3)cc2c1. RXN SMILES: [CH3:1][C:2]([C:3](=[O:4])[O:5][CH2:6][c:7]1[cH:8][c:9]2[cH:10][c:11]([C:19]3=[N:23][CH:22]([CH2:24][O:25][C:26]([C:27]([CH3:28])([CH3:29])[CH3:30])=[O:31])[CH2:21][S:20]3)[nH:12][c:13]2[c:14]([N+:16]([O-:17])=[O:18])[cH:15]1)([CH3:32])[CH3:33].[O:34]=[C:35]1[CH2:36][CH2:37][CH2:38][CH2:39]1>>[CH3:1][C:2]([C:3](=[O:4])[O:5][CH2:6][c:7]1[cH:8][c:9]2[cH:10][c:11]([C:19]3=[N:23][CH:22]([CH2:24][O:25][C:26]([C:27]([CH3:28])([CH3:29])[CH3:30])=[O:31])[CH2:21][S:20]3)[nH:12][c:13]2[c:14]([NH:16][CH:35]2[CH2:36][CH2:37][CH2:38][CH2:39]2)[cH:15]1)([CH3:32])[CH3:33]. The reactants are CC=1C=NC=CC1CC (3-methyl-4-ethylpyridine), BrCCCC1=CC(=C(C=C1)Cl)Cl (1-bromo-3-(3,4-dichlorophenyl)-propane). Yields the product ClC=1C=C(C=CC1Cl)CCCC(C)C1=C(C=NC=C1)C (1-(3,4-dichlorophenyl)-4-(3-methyl-4-pyridyl)-pentane). Yield: 37.2%. Reaction SMILES: [CH3:1][C:2]1[CH:3]=[N:4][CH:5]=[CH:6][C:7]=1[CH2:8][CH3:9].Br[CH2:11][CH2:12][CH2:13][C:14]1[CH:19]=[CH:18][C:17]([Cl:20])=[C:16]([Cl:21])[CH:15]=1>>[Cl:21][C:16]1[CH:15]=[C:14]([CH2:13][CH2:12][CH2:11][CH:8]([C:7]2[CH:6]=[CH:5][N:4]=[CH:3][C:2]=2[CH3:1])[CH3:9])[CH:19]=[CH:18][C:17]=1[Cl:20]. Reported procedure: 1.83 g (15.1 mmol) of 3-methyl-4-ethylpyridine and 4.05 g (15.1 mmol) of 1-bromo-3-(3,4-dichlorophenyl)-propane were reacted in the same manner as in Example 26. The reaction product was purified to obtain 1.73 g of the desired compound (yield:37.3%). Starting materials: BrCc1ccccc1, O=C([O-])[O-], CN(C)C=O, [K+], [K+], O, CCOC(=O)CCc1cn(Cc2ccc(OCc3nc(-c4ccccc4)oc3C)cc2)nc1O. Yields the product CCOC(=O)CCc1cn(Cc2ccc(OCc3nc(-c4ccccc4)oc3C)cc2)nc1OCc1ccccc1. Reaction SMILES: [Br:41][CH2:42][c:43]1[cH:44][cH:45][cH:46][cH:47][cH:48]1.[C:35](=[O:36])([O-:37])[O-:38].[CH3:49][N:50]([CH3:51])[CH:52]=[O:53].[K+:39].[K+:40].[OH2:54].[OH:1][c:2]1[n:3][n:4]([CH2:14][c:15]2[cH:16][cH:17][c:18]([O:21][CH2:22][c:23]3[n:24][c:25](-[c:29]4[cH:30][cH:31][cH:32][cH:33][cH:34]4)[o:26][c:27]3[CH3:28])[cH:19][cH:20]2)[cH:5][c:6]1[CH2:7][CH2:8][C:9](=[O:10])[O:11][CH2:12][CH3:13]>>[O:1]([c:2]1[n:3][n:4]([CH2:14][c:15]2[cH:16][cH:17][c:18]([O:21][CH2:22][c:23]3[n:24][c:25](-[c:29]4[cH:30][cH:31][cH:32][cH:33][cH:34]4)[o:26][c:27]3[CH3:28])[cH:19][cH:20]2)[cH:5][c:6]1[CH2:7][CH2:8][C:9](=[O:10])[O:11][CH2:12][CH3:13])[CH2:42][c:43]1[cH:44][cH:45][cH:46][cH:47][cH:48]1. The reactants are ClC1=NC=C(C(=N1)Cl)F (2,4-dichloro-5-fluoropyrimidine), NC[C@@H]1CN(CCC1)C(=O)OC(C)(C)C ((R)-tert-butyl 3-(aminomethyl)piperidine-1-carboxylate), CCN(C(C)C)C(C)C (iPr2NEt). Solvent: C1CCOC1 (THF). Run at temperature 80 celsius. Yields the product ClC1=NC=C(C(=N1)NC[C@@H]1CN(CCC1)C(=O)OC(C)(C)C)F ((R)-tert-butyl 3-((2-chloro-5-fluoropyrimidin-4-ylamino)methyl)-piperidine-1-carboxylate). As a reaction SMILES: [Cl:1][C:2]1[N:7]=[C:6](Cl)[C:5]([F:9])=[CH:4][N:3]=1.[NH2:10][CH2:11][C@H:12]1[CH2:17][CH2:16][CH2:15][N:14]([C:18]([O:20][C:21]([CH3:24])([CH3:23])[CH3:22])=[O:19])[CH2:13]1.CCN(C(C)C)C(C)C>C1COCC1>[Cl:1][C:2]1[N:7]=[C:6]([NH:10][CH2:11][C@H:12]2[CH2:17][CH2:16][CH2:15][N:14]([C:18]([O:20][C:21]([CH3:24])([CH3:23])[CH3:22])=[O:19])[CH2:13]2)[C:5]([F:9])=[CH:4][N:3]=1. Procedure: To a solution of 2,4-dichloro-5-fluoropyrimidine (0.43 g, 2.59 mmol) and (R)-tert-butyl 3-(aminomethyl)piperidine-1-carboxylate (0.56 g, 2.59 mmol) in THF (50 mL) was added iPr2NEt (0.45 mL, 2.59 mmol). The reaction mixture was heated at 80° C. at for 8 h. The solvent was concentrated under reduced pressure and the resulting residue was purified by silica gel chromatography (5-30% EtOAc/hexanes) to afford the desired product, 11a. The reactants are O (Water), C(CC#CCC)O (3-hexyn-1-ol), [H-].[Na+] (sodium hydride), ClC=1C(=NSN1)C=1C=NC=CC1 (3-(4-chloro-1,2,5-thiadiazol-3-yl)pyridine). Solvent: O1CCCC1 (tetrahydrofuran), O1CCCC1 (tetrahydrofuran). Conditions: time 1 hour. Yields the product C(CC#CCC)OC=1C(=NSN1)C=1C=NC=CC1 (3-(4-(3-hexynyloxy)-1,2,5-thiadiazol-3-yl)pyridine). RXN SMILES: [CH2:1]([OH:7])[CH2:2][C:3]#[C:4][CH2:5][CH3:6].[H-].[Na+].Cl[C:11]1[C:12]([C:16]2[CH:17]=[N:18][CH:19]=[CH:20][CH:21]=2)=[N:13][S:14][N:15]=1.O>O1CCCC1>[CH2:1]([O:7][C:11]1[C:12]([C:16]2[CH:17]=[N:18][CH:19]=[CH:20][CH:21]=2)=[N:13][S:14][N:15]=1)[CH2:2][C:3]#[C:4][CH2:5][CH3:6] |f:1.2|. Reported procedure: To a solution of 3-hexyn-1-ol (880 mg, 9 mmol) and sodium hydride (310 mg, 9 mmol) in dry tetrahydrofuran was added a solution of 3-(4-chloro-1,2,5-thiadiazol-3-yl)pyridine (590 mg, 3 mmol) in dry tetrahydrofuran. The reaction mixture was stirred at room temperature for 1 h. Water was added and the mixture was extracted with ether. The ether phase was dried and evaporated to give the title compound. The reactants are 1-N, Cl (hydrochloric acid), [OH-].[Na+] (sodium hydroxide), ( E ), C(C)OC(C(=CC1=CC=C2C(=C1)C=CC(=C2)N)C)=O (3-(2-amino-benzo[d]phenyl)-2-methyl-2-propenoic acid ethyl ester). Run in O1CCCC1 (tetrahydrofuran). The product is NC=1C=CC=2C(=CC=C(C2)C=C(C(=O)O)C)C1 (3-(2-amino-benzo[d]phenyl)-2-methyl-2-propenoic acid). Isolated yield 98.0%. Reaction SMILES: C([O:3][C:4](=[O:19])[C:5]([CH3:18])=[CH:6][C:7]1[CH:12]=[C:11]2[CH:13]=[CH:14][C:15]([NH2:17])=[CH:16][C:10]2=[CH:9][CH:8]=1)C.[OH-].[Na+].Cl>O1CCCC1>[NH2:17][C:15]1[CH:14]=[CH:13][C:11]2[C:10]([CH:16]=1)=[CH:9][CH:8]=[C:7]([CH:6]=[C:5]([CH3:18])[C:4]([OH:19])=[O:3])[CH:12]=2 |f:1.2|. Procedure: Into 10 ml of tetrahydrofuran (THF), 0.65 g of (E) 3-(2-amino-benzo[d]phenyl)-2-methyl-2-propenoic acid ethyl ester was dissolved; and, with 10 ml of a 1-N aqueous sodium hydroxide solution being added thereto, the mixture was reacted for 4 hours at 40° C. After the completion of the reaction, the mixture was cooled with 10 ml of 1-N hydrochloric acid being added thereto, and the precipitated crystal was filtered out, whereby 0.57 g of the aimed compound was obtained (yield: 98%).